From a dataset of the Open Reaction Database (ORD), a public repository of structured organic reaction records. describe an organic reaction: reactants, conditions, products, and yield Reactants: ClS(=O)(=O)O (chlorosulfonic acid), [N+](=O)([O-])C1=CC=C(O/C(/C(=O)OC)=C\C(=O)OC)C=C1 (dimethyl 2-(4-nitrophenoxy)fumarate), [N+](=O)([O-])C1=CC=C(O/C(/C(=O)OC)=C/C(=O)OC)C=C1 (dimethyl 2-(4-nitrophenoxy)maleate). Run at temperature 60 celsius, time 6 hour. Yields the product [N+](=O)([O-])C=1C=CC2=C(C(C=C(O2)C(=O)OC)=O)C1 (6-nitro-2-methoxycarbonyl-4-oxo-4H-1-benzopyran). The yield is 95.0%. Reaction SMILES: ClS(O)(=O)=O.[N+:6]([C:9]1[CH:25]=[CH:24][C:12]([O:13]/[C:14](=[CH:19]\[C:20]([O:22]C)=O)/[C:15]([O:17][CH3:18])=[O:16])=[CH:11][CH:10]=1)([O-:8])=[O:7].[N+](C1C=CC(O/C(=C/C(OC)=O)/C(OC)=O)=CC=1)([O-])=O>>[N+:6]([C:9]1[CH:10]=[CH:11][C:12]2[O:13][C:14]([C:15]([O:17][CH3:18])=[O:16])=[CH:19][C:20](=[O:22])[C:24]=2[CH:25]=1)([O-:8])=[O:7]. Reported procedure: A reaction container equipped with a stirrer, a cooling tube and a thermometer was charged with 79.3 parts by weight of chlorosulfonic acid and warmed to 60° C. Thereto 20.2 parts by weight of a mixture (content: 55.8% by weight, isomer ratio=52/48) containing dimethyl 2-(4-nitrophenoxy)fumarate and dimethyl 2-(4-nitrophenoxy)maleate was added at an inner temperature of 60° C. The inner temperature was raised to 100° C. and the mixture was stirred and kept at the same temperature for 6 hours to ... The reactants are N (ammonia), ClCC(=O)N1C2=C(NC(C3=C1C=CC=C3)=O)C=CC=C2 (5-(chloroacetyl)-5,10-dihydro-11H-dibenzo[b,e][1,4]diazepin-11-one), CN1CCN(CC1)C[C@H]1NCCC1 ((S)-(+)-2-[(4-methyl-1-piperazinyl)methyl]pyrrolidine), C(C)(=O)OCC (ethyl acetate). Run in ClCCl.CO.C1CCCCC1 (dichloromethane methanol cyclohexane), C(C)O (ethanol). The product is CN1CCN(CC1)C[C@H]1N(CCC1)CC(=O)N1C2=C(NC(C3=C1C=CC=C3)=O)C=CC=C2 ((S)-5,10-Dihydro-5-[[2-[(4-methyl-1-piperazinyl)methyl]-1-pyrrolidinyl]-acetyl]-11H-dibenzo[b,e][1,4]diazepin-11-one). RXN SMILES: Cl[CH2:2][C:3]([N:5]1[C:11]2[CH:12]=[CH:13][CH:14]=[CH:15][C:10]=2[C:9](=[O:16])[NH:8][C:7]2[CH:17]=[CH:18][CH:19]=[CH:20][C:6]1=2)=[O:4].[CH3:21][N:22]1[CH2:27][CH2:26][N:25]([CH2:28][C@@H:29]2[CH2:33][CH2:32][CH2:31][NH:30]2)[CH2:24][CH2:23]1.C(OCC)(=O)C.N>ClCCl.CO.C1CCCCC1.C(O)C>[CH3:21][N:22]1[CH2:23][CH2:24][N:25]([CH2:28][C@@H:29]2[CH2:33][CH2:32][CH2:31][N:30]2[CH2:2][C:3]([N:5]2[C:11]3[CH:12]=[CH:13][CH:14]=[CH:15][C:10]=3[C:9](=[O:16])[NH:8][C:7]3[CH:17]=[CH:18][CH:19]=[CH:20][C:6]2=3)=[O:4])[CH2:26][CH2:27]1 |f:4.5.6|. Procedure: The title compound is prepared analogously to Example 31 from 5-(chloroacetyl)-5,10-dihydro-11H-dibenzo[b,e][1,4]diazepin-11-one and (S)-(+)-2-[(4-methyl-1-piperazinyl)methyl]pyrrolidine to give colorless crystals, mp. 168°-170° C. (ethyl acetate). [α]D20 =-18.9° C. (ethanol). RF 0.33 (Merck ready-made TLC plates, silica gel 60 F-254; eluant: dichloromethane/methanol/cyclohexane/conc. ammonia [120:24:30:2]). A second isomer (RF 0.30) can be detected in the mother liquors by thin layer chromatogr... Yields the product COC(=O)CC(=O)CC1CCCCC1. Starting materials: COC(=O)CC(C)=O, ClCCl, CCC(C)=O, O=C(Cl)CC1CCCCC1, [Ca+2], N, [OH-], [OH-]. RXN SMILES: [C:1]([CH2:2][C:3](=[O:4])[CH3:5])(=[O:6])[O:7][CH3:8].[CH2:23]([Cl:24])[Cl:25].[CH2:26]([C:27]([CH3:28])=[O:29])[CH3:30].[CH:12]1([CH2:18][C:19]([Cl:20])=[O:21])[CH2:13][CH2:14][CH2:15][CH2:16][CH2:17]1.[Ca+2:10].[NH3:22].[OH-:11].[OH-:9]>>[C:1]([CH2:2][C:3](=[O:4])[CH2:5][CH:12]1[CH2:13][CH2:14][CH2:15][CH2:16][CH2:17]1)(=[O:6])[O:7][CH3:8]. The reactants are CCOC(=O)CC(C)=O, Cl, O=[N+]([O-])c1ccc(F)c(F)c1F, Cc1cc(C)cc(C)c1. Yields the product CCOC(=O)C(C(C)=O)c1c([N+](=O)[O-])ccc(F)c1F. As a reaction SMILES: [C:10]([CH2:11][C:12](=[O:13])[CH3:14])(=[O:15])[O:16][CH2:17][CH3:18].[ClH:31].[F:19][c:20]1[c:21]([F:30])[c:22]([F:29])[c:23]([N+:26](=[O:27])[O-:28])[cH:24][cH:25]1.[c:1]1([CH3:2])[cH:3][c:4]([CH3:5])[cH:6][c:7]([CH3:8])[cH:9]1>>[C:10]([CH:11]([C:12](=[O:13])[CH3:14])[c:22]1[c:21]([F:30])[c:20]([F:19])[cH:25][cH:24][c:23]1[N+:26](=[O:27])[O-:28])(=[O:15])[O:16][CH2:17][CH3:18]. Starting materials: [BH4-], OC1CCSc2ccc(Br)cc21, O=C1CCSc2ccc(Br)cc21, CC(C)(C)[Si](C)(C)Cl, CO, [Na+], CN(C)C=O, c1c[nH]cn1. The product is CC(C)(C)[Si](C)(C)OC1CCSc2ccc(Br)cc21. Reaction SMILES: [BH4-:13].[Br:15][c:16]1[cH:17][c:18]2[c:19]([cH:20][cH:21]1)[S:22][CH2:23][CH2:24][CH:25]2[OH:26].[Br:1][c:2]1[cH:3][c:4]2[c:9]([cH:10][cH:11]1)[S:8][CH2:7][CH2:6][C:5]2=[O:12].[C:32]([CH3:33])([CH3:34])([CH3:35])[Si:36]([CH3:37])([CH3:38])[Cl:39].[CH3:40][OH:41].[Na+:14].[O:42]=[CH:43][N:44]([CH3:45])[CH3:46].[nH:27]1[cH:28][cH:29][n:30][cH:31]1>>[Br:1][c:2]1[cH:3][c:4]2[c:9]([cH:10][cH:11]1)[S:8][CH2:7][CH2:6][CH:5]2[O:12][Si:36]([C:32]([CH3:33])([CH3:34])[CH3:35])([CH3:37])[CH3:38]. RXN SMILES: [Br:9][c:10]1[cH:11][c:12]([C:17]([F:18])([F:19])[F:20])[c:13]([NH2:16])[cH:14][cH:15]1.[CH3:1][C:2]([CH2:3][C:4](=[O:5])[Cl:6])([CH3:7])[CH3:8].[CH3:22][C:23]#[N:24].[OH2:21]>>[CH3:1][C:2]([CH2:3][C:4](=[O:5])[NH:16][c:13]1[c:12]([C:17]([F:18])([F:19])[F:20])[cH:11][c:10]([Br:9])[cH:15][cH:14]1)([CH3:7])[CH3:8]. Starting materials: Nc1ccc(Br)cc1C(F)(F)F, CC(C)(C)CC(=O)Cl, CC#N, O. Product: CC(C)(C)CC(=O)Nc1ccc(Br)cc1C(F)(F)F. Reactants: N1N=CC2=C1NC(=C2)C(=O)O (1,6-dihydropyrrolo[2,3-c]pyrazole-5-carboxylic acid), N[C@H](CN1N=C(C=C1)C1=CC(=C(C#N)C(=C1)F)Cl)C ((S)-4-(1-(2-aminopropyl)-1H-pyrazol-3-yl)-2-chloro-6-fluorobenzo-nitrile). The product is ClC=1C=C(C=C(C1C#N)F)C1=NN(C=C1)C[C@H](C)NC(=O)C1=CC2=C(NN=C2)N1 ((S)—N-(1-(3-(3-Chloro-4-cyano-5-fluorophenyl)-1H-pyrazol-1-yl)propan-2-yl)-1,6-dihydropyrrolo[2,3-c]pyrazole-5-carboxamide). The yield is 18.5%. As a reaction SMILES: [NH:1]1[C:5]2[NH:6][C:7]([C:9]([OH:11])=O)=[CH:8][C:4]=2[CH:3]=[N:2]1.[NH2:12][C@@H:13]([CH3:30])[CH2:14][N:15]1[CH:19]=[CH:18][C:17]([C:20]2[CH:27]=[C:26]([F:28])[C:23]([C:24]#[N:25])=[C:22]([Cl:29])[CH:21]=2)=[N:16]1>>[Cl:29][C:22]1[CH:21]=[C:20]([C:17]2[CH:18]=[CH:19][N:15]([CH2:14][C@@H:13]([NH:12][C:9]([C:7]3[NH:6][C:5]4[NH:1][N:2]=[CH:3][C:4]=4[CH:8]=3)=[O:11])[CH3:30])[N:16]=2)[CH:27]=[C:26]([F:28])[C:23]=1[C:24]#[N:25]. Reported procedure: The title compound was prepared using the procedure described in Example 3(h), starting from 1,6-dihydropyrrolo[2,3-c]pyrazole-5-carboxylic acid (0.280 mmol, 0.042 g) and (S)-4-(1-(2-aminopropyl)-1H-pyrazol-3-yl)-2-chloro-6-fluorobenzo-nitrile (0.215 mmol, 0.080 g). The crude product was purified by preparative HPLC. 0.0164 g of the title compound was obtained. 1H-NMR (400 MHz, MeOH-d4): δ 1.29 (d, 3H), 4.27-4.34 (m, 1H), 4.36-4.43 (m, 1H), 4.50-4.60 (m, 1H), 6.75-6.79 (m, 2H), 7.58 (s, 1H), 7.6... Reactants: CC(C)C1=C(C(=CC=C1)C(C)C)CC(=O)C=1C(=C(C(=CC1)C(C)C)OS(N)(=O)=O)C(C)C (Sulfamic acid[[2,6-bis(1-methylethyl)phenyl]-acetyl]-2,6-bis(1-methylethyl)phenyl ester), C(C)(C)C1=C(C(=CC=C1)C(C)C)CC(=O)O (2,6 - diisopropylphenylacetic acid), C1(=CC=CC=C1)C(C(=O)O)(C)C1=CC=CC=C1 (2,2-diphenylpropionic acid). Yields the product O=C(C(C)(C1=CC=CC=C1)C1=CC=CC=C1)C=1C(=C(C(=CC1)C(C)C)OS(N)(=O)=O)C(C)C (sulfamic acid(1-oxo-2,2-diphenylpropyl)-2,6-bis(1-methylethyl)phenyl ester). Reaction SMILES: CC(C1C=CC=C(C(C)C)C=1CC([C:16]1[C:17]([CH:30]([CH3:32])[CH3:31])=[C:18]([O:25][S:26](=[O:29])(=[O:28])[NH2:27])[C:19]([CH:22]([CH3:24])[CH3:23])=[CH:20][CH:21]=1)=O)C.C(C1C=CC=C(C(C)C)C=1CC(O)=O)(C)C.[C:49]1([C:55]([C:60]2[CH:65]=[CH:64][CH:63]=[CH:62][CH:61]=2)([CH3:59])[C:56](O)=[O:57])[CH:54]=[CH:53][CH:52]=[CH:51][CH:50]=1>>[O:57]=[C:56]([C:16]1[C:17]([CH:30]([CH3:31])[CH3:32])=[C:18]([O:25][S:26](=[O:29])(=[O:28])[NH2:27])[C:19]([CH:22]([CH3:23])[CH3:24])=[CH:20][CH:21]=1)[C:55]([C:49]1[CH:54]=[CH:53][CH:52]=[CH:51][CH:50]=1)([C:60]1[CH:65]=[CH:64][CH:63]=[CH:62][CH:61]=1)[CH3:59]. Procedure: This compound was prepared in the same manner as for the title compound of Example 1, except that 2,6 - diisopropylphenylacetic acid was replaced with 2,2-diphenylpropionic acid, mp 140°-145° C. Reactants: OCCBr, O=C([O-])[O-], CN(C)C=O, [K+], [K+], O, Cc1ccc(O)nc1. Yields the product Cc1ccc(OCCO)nc1. As a reaction SMILES: [Br:1][CH2:2][CH2:3][OH:4].[C:13](=[O:14])([O-:15])[O-:16].[CH3:19][N:20]([CH3:21])[CH:22]=[O:23].[K+:17].[K+:18].[OH2:24].[OH:5][c:6]1[n:7][cH:8][c:9]([CH3:12])[cH:10][cH:11]1>>[CH2:2]([CH2:3][OH:4])[O:5][c:6]1[n:7][cH:8][c:9]([CH3:12])[cH:10][cH:11]1. The reactants are [Na] (sodium), C(CC(=O)C)(=O)OCC (ethyl acetoacetate), ClC1=C(OCC(=O)O)C=CC(=C1Cl)C(C=CC)=O ([2,3-dichloro-4-(1-oxo-2-butenyl)phenoxy]acetic acid), C(C)O (ethanol). Product: ClC1=C(OCC(=O)O)C=CC(=C1Cl)C1=CC(CC(C1)C)=O ([2,3-dichloro-4-(5-methyl-3-oxo-1-cyclohexen-1-yl)phenoxy]acetic acid). RXN SMILES: [Na].[C:2](OCC)(=O)[CH2:3][C:4](C)=O.[Cl:11][C:12]1[C:22]([Cl:23])=[C:21]([C:24](=O)[CH:25]=[CH:26][CH3:27])[CH:20]=[CH:19][C:13]=1[O:14][CH2:15][C:16]([OH:18])=[O:17].C([OH:31])C>>[Cl:11][C:12]1[C:22]([Cl:23])=[C:21]([C:24]2[CH2:2][CH:3]([CH3:4])[CH2:27][C:26](=[O:31])[CH:25]=2)[CH:20]=[CH:19][C:13]=1[O:14][CH2:15][C:16]([OH:18])=[O:17] |^1:0|. Reported procedure: To a stirred solution of sodium (0.836 g, 0.0363 mole) in ethanol (70 ml) and ethyl acetoacetate (4.73 g, 0.0363 mole) was added [2,3-dichloro-4-(1-oxo-2-butenyl)phenoxy]acetic acid (4.67 g, 0.0162 mole). The reaction mixture was heated at reflux for 3 hours then the solvent was distilled at reduced pressure. The residue was dissolved in water, acidified with hydrochloric acid, extracted with ether, washed with water, dried over magnesium sulfate and evaporated at reduced pressure to give 3.7 g ...